Task: describe an organic reaction: reactants, conditions, products, and yield. Dataset: the Open Reaction Database (ORD), a public repository of structured organic reaction records Reactants: C(#N)[BH3-].[Na+] (sodium cyanoborohydride), N[C@H](C(=O)N[C@H](C(=O)N1[C@@H](CC=2C1=NC=CC2)C(=O)NC2=CC=CC=C2)C(C)C)C ((S)-1-((S)-2-((S)-2-aminopropanamido)-3-methylbutanoyl)-N-phenyl-2,3-dihydro-1H-pyrrolo[2,3-b]pyridine-2-carb ox amide), C(C)(=O)O (acetic acid), O1C(COC(C1)O)O (1,4-Dioxane-2,5-diol). Solvent: CO (MeOH). Run at time 4 hour. Product: C1(=CC=CC=C1)NC(=O)[C@@H]1CC=2C(=NC=CC2)N1C([C@H](C(C)C)NC([C@H](C)NCCO)=O)=O ((S)-1-{(S)-2-[(S)-2-(2-Hydroxy-ethylamino)-propionylamino]-3-methyl-butyryl}-2,3-dihydro-1H-pyrrolo[2,3-b]pyridine-2-carboxylic acid phenylamide). Isolated yield 146.2%. RXN SMILES: [NH2:1][C@@H:2]([CH3:30])[C:3]([NH:5][C@@H:6]([CH:27]([CH3:29])[CH3:28])[C:7]([N:9]1[C:13]2=[N:14][CH:15]=[CH:16][CH:17]=[C:12]2[CH2:11][C@H:10]1[C:18]([NH:20][C:21]1[CH:26]=[CH:25][CH:24]=[CH:23][CH:22]=1)=[O:19])=[O:8])=[O:4].[O:31]1CC(O)O[CH2:33][CH:32]1O.C(O)(=O)C.C([BH3-])#N.[Na+]>CO>[C:21]1([NH:20][C:18]([C@H:10]2[N:9]([C:7](=[O:8])[C@@H:6]([NH:5][C:3](=[O:4])[C@@H:2]([NH:1][CH2:33][CH2:32][OH:31])[CH3:30])[CH:27]([CH3:29])[CH3:28])[C:13]3=[N:14][CH:15]=[CH:16][CH:17]=[C:12]3[CH2:11]2)=[O:19])[CH:22]=[CH:23][CH:24]=[CH:25][CH:26]=1 |f:3.4|. Procedure details: In a 50 mL round-bottomed flask, (S)-1-((S)-2-((S)-2-aminopropanamido)-3-methylbutanoyl)-N-phenyl-2,3-dihydro-1H-pyrrolo[2,3-b]pyridine-2-carb ox amide (55 mg, 134 μmol, Eq: 1.00) was combined with MeOH (3 mL) to give a colorless solution. 1,4-Dioxane-2,5-diol (8.87 mg, 73.9 μmol, Eq: 0.55) was added followed by acetic acid (8 μL, 134 μmol, Eq: 1.00) and sodium cyanoborohydride (13 mg, 210 μmol, Eq: 1.5). The reaction was stirred at rt for 4 h and then quenched by dropwise addition of 1 M aqueou... Reactants: N (ammonia), ClC=1C=2N(C=CN1)C(=CN2)[C@@H]2C=C([C@H]1OC(O[C@H]12)(C)C)COC(C1=CC=CC=C1)(C1=CC=CC=C1)C1=CC=CC=C1 (8-chloro-3-((3aS,4S,6aR)-2,2-dimethyl-6-(trityloxymethyl)-4,6a-dihydro-3aH-cyclopenta[d][1,3]dioxol-4-yl)imidazo[1,2-a]pyrazine). Run in C(C)(C)O (isopropanol). Run at temperature 100 celsius. Product: CC1(O[C@@H]2[C@H](O1)C(=C[C@H]2C2=CN=C1N2C=CN=C1N)COC(C1=CC=CC=C1)(C1=CC=CC=C1)C1=CC=CC=C1)C (3-((3aS,4S,6aR)-2,2-dimethyl-6-(trityloxymethyl)-4,6a-dihydro-3aH-cyclopenta[d][1,3]dioxol-4-yl)imidazo[1,2-a]pyrazin-8-amine). Reaction SMILES: [NH3:1].Cl[C:3]1[C:4]2[N:5]([C:9]([C@H:12]3[C@H:19]4[C@H:15]([O:16][C:17]([CH3:21])([CH3:20])[O:18]4)[C:14]([CH2:22][O:23][C:24]([C:37]4[CH:42]=[CH:41][CH:40]=[CH:39][CH:38]=4)([C:31]4[CH:36]=[CH:35][CH:34]=[CH:33][CH:32]=4)[C:25]4[CH:30]=[CH:29][CH:28]=[CH:27][CH:26]=4)=[CH:13]3)=[CH:10][N:11]=2)[CH:6]=[CH:7][N:8]=1>C(O)(C)C>[CH3:21][C:17]1([CH3:20])[O:16][C@@H:15]2[C:14]([CH2:22][O:23][C:24]([C:37]3[CH:38]=[CH:39][CH:40]=[CH:41][CH:42]=3)([C:31]3[CH:36]=[CH:35][CH:34]=[CH:33][CH:32]=3)[C:25]3[CH:26]=[CH:27][CH:28]=[CH:29][CH:30]=3)=[CH:13][C@@H:12]([C:9]3[N:5]4[CH:6]=[CH:7][N:8]=[C:3]([NH2:1])[C:4]4=[N:11][CH:10]=3)[C@@H:19]2[O:18]1. Reported procedure: Liquid ammonia (10 mL) was added to 8-chloro-3-((3aS,4S,6aR)-2,2-dimethyl-6-(trityloxymethyl)-4,6a-dihydro-3aH-cyclopenta[d][1,3]dioxol-4-yl)imidazo[1,2-a]pyrazine (1-8) (180 mg, 0.32 mmol, 1 equiv) in isopropanol (10 mL). The resulting solution was placed in a high pressure vessel and heated to 100° C. (pressure did not exceed 600 psi) for 20 h. The resulting amber solution was concentrated, and the residue was purified via reverse phase HPLC (H2O/CH3CN gradient w/0.1% TFA present) to afford 3-... Reactants: C1(C(C(C(C(C1OP(=O)(O)O)OP(=O)(O)O)OP(=O)(O)O)OP(=O)(O)O)OP(=O)(O)O)OP(=O)(O)O (phytate), phytase solution, Cl (HCl). Solvent: C(C)O (Ethanol). Reaction conditions: time 5 minute. Yields the product [C@@H]1([C@@H]([C@@H]([C@@H]([C@H]([C@@H]1OP(=O)(O)O)OP(=O)(O)O)OP(=O)(O)O)OP(=O)(O)O)OP(=O)(O)O)OP(=O)(O)O (Phytic Acid). RXN SMILES: [CH:1]1([O:32][P:33]([OH:36])([OH:35])=[O:34])[CH:6]([O:7][P:8]([OH:11])([OH:10])=[O:9])[CH:5]([O:12][P:13]([OH:16])([OH:15])=[O:14])[CH:4]([O:17][P:18]([OH:21])([OH:20])=[O:19])[CH:3]([O:22][P:23]([OH:26])([OH:25])=[O:24])[CH:2]1[O:27][P:28]([OH:31])([OH:30])=[O:29].Cl>C(O)C>[C@@H:3]1([O:22][P:23]([OH:26])([OH:25])=[O:24])[C@@H:4]([O:17][P:18]([OH:20])([OH:21])=[O:19])[C@H:5]([O:12][P:13]([OH:15])([OH:16])=[O:14])[C@@H:6]([O:7][P:8]([OH:11])([OH:10])=[O:9])[C@@H:1]([O:32][P:33]([OH:36])([OH:35])=[O:34])[C@H:2]1[O:27][P:28]([OH:30])([OH:31])=[O:29]. Procedure: 0.5 ml Ethanol was mixed with 1.4 ml assay buffer and 1 ml phytate solution in a 12 ml test tube. The mixture was equilibrated in a water bath at 37° C. for 5 min before the reaction was started by addition of 0.1 ml phytase solution. For the blank measurement 0.1 ml assay buffer was added instead of phytase solution. After 1 hour incubation at 37° C. the reaction was stopped by addition of 0.75 ml 2.5 M HCl. All incubations were performed in duplicate.